Dataset: the Open Reaction Database (ORD), a public repository of structured organic reaction records. Task: describe an organic reaction: reactants, conditions, products, and yield The reactants are CCO, O=[N+]([O-])c1ccc(Oc2ccc3ccccc3c2)cc1. Yields the product Nc1ccc(Oc2ccc3ccccc3c2)cc1. RXN SMILES: [CH3:21][CH2:22][OH:23].[cH:1]1[c:2]([O:11][c:12]2[cH:13][cH:14][c:15]([N+:18]([O-:19])=[O:20])[cH:16][cH:17]2)[cH:3][cH:4][c:5]2[cH:6][cH:7][cH:8][cH:9][c:10]12>>[cH:1]1[c:2]([O:11][c:12]2[cH:13][cH:14][c:15]([NH2:18])[cH:16][cH:17]2)[cH:3][cH:4][c:5]2[cH:6][cH:7][cH:8][cH:9][c:10]12.